Task: describe an organic reaction: reactants, conditions, products, and yield. Dataset: the Open Reaction Database (ORD), a public repository of structured organic reaction records Product: C(C)(C)N(CCOC1=CC(=C(C=C1)NC=1SC(=CN1)C1=CSC=C1)C(F)(F)F)C(C)C ([4-(2-Diisopropylamino-ethoxy)-2-trifluoromethyl-phenyl]-(5-thiophen-3-yl-thiazol-2-yl)-amine). The reactants are CN(CCCOC1=CC=C(C=C1)C1=CN=C(S1)NC1=CC=CC=C1)C ({5-[4-(3-dimethylamino-propoxy)-phenyl]-thiazol-2-yl}phenyl-amine), S1C=C(C=C1)C1=CN=C(S1)NC1=C(C=C(C=C1)O)C(F)(F)F (4-(5-thiophen-3-yl-thiazol-2-ylamino)-3-trifluoromethyl-phenol), Cl.ClCCN(C(C)C)C(C)C ((2-chloroethyl)-diisopropylamine hydrochloride). Reaction SMILES: CN(C)CCCOC1C=CC(C2SC(NC3C=CC=CC=3)=NC=2)=CC=1.[S:26]1[CH:30]=[CH:29][C:28]([C:31]2[S:35][C:34]([NH:36][C:37]3[CH:42]=[CH:41][C:40]([OH:43])=[CH:39][C:38]=3[C:44]([F:47])([F:46])[F:45])=[N:33][CH:32]=2)=[CH:27]1.Cl.Cl[CH2:50][CH2:51][N:52]([CH:56]([CH3:58])[CH3:57])[CH:53]([CH3:55])[CH3:54]>C(Cl)Cl.CO>[CH:53]([N:52]([CH:56]([CH3:58])[CH3:57])[CH2:51][CH2:50][O:43][C:40]1[CH:41]=[CH:42][C:37]([NH:36][C:34]2[S:35][C:31]([C:28]3[CH:29]=[CH:30][S:26][CH:27]=3)=[CH:32][N:33]=2)=[C:38]([C:44]([F:47])([F:46])[F:45])[CH:39]=1)([CH3:55])[CH3:54] |f:2.3,4.5|. The solvent is C(Cl)Cl.CO (CH2Cl2 MeOH). Procedure: The title compound is prepared as described in Example 8 for {5-[4-(3-dimethylamino-propoxy)-phenyl]-thiazol-2-yl}phenyl-amine but starting from 4-(5-thiophen-3-yl-thiazol-2-ylamino)-3-trifluoromethyl-phenol (Example 28) and using (2-chloroethyl)-diisopropylamine hydrochloride. The title compound: ES-MS: 469.9 [M+H]+; single peak at tR=3.67 min (System 2); Rf=0.38 (CH2Cl2/MeOH, 90/10).